From a dataset of the Open Reaction Database (ORD), a public repository of structured organic reaction records. describe an organic reaction: reactants, conditions, products, and yield The reactants are Cl (hydrochloric acid), CC(=O)C1=CC(=C(C=C1)F)Cl (3-chloro-4-fluoroacetophenone), Br[O-].[Na+] (sodium hypobromite), S(=O)(O)[O-].[Na+] (sodium hydrogensulfite). Product: ClC=1C=C(C(=O)O)C=CC1F (3-Chloro-4-fluorobenzoic acid). Yield: 74.0%. RXN SMILES: C[C:2]([C:4]1[CH:9]=[CH:8][C:7]([F:10])=[C:6]([Cl:11])[CH:5]=1)=[O:3].Br[O-].[Na+].S([O-])(O)=[O:16].[Na+].Cl>>[Cl:11][C:6]1[CH:5]=[C:4]([CH:9]=[CH:8][C:7]=1[F:10])[C:2]([OH:3])=[O:16] |f:1.2,3.4|. Procedure: The 3-chloro-4-fluoroacetophenone is then reacted with an aqueous solution of sodium hypobromite, the aqeuous phase is treated with sodium hydrogensulfite and acidified with hydrochloric acid, and the precipitated product is recrystallized from benzene. 3-Chloro-4-fluorobenzoic acid obtained in a yield of 74%. Reactants: C(C)(C)(C)OC(=O)C1=CC(=C(S1)NC(=O)OCC=C)OC(C)(C)C (tert-butyl-2-allyloxycarbonylamino-3-tertbutoxy-5-thiophenecarboxylate), C1=CC=C(C=C1)P(C2=CC=CC=C2)C3=CC=CC=C3 (PPh3), CC1(CC(=O)CC(=O)C1)C (dimedone). The reagents and catalysts are C=1C=CC(=CC1)[P](C=2C=CC=CC2)(C=3C=CC=CC3)[Pd]([P](C=4C=CC=CC4)(C=5C=CC=CC5)C=6C=CC=CC6)([P](C=7C=CC=CC7)(C=8C=CC=CC8)C=9C=CC=CC9)[P](C=1C=CC=CC1)(C=1C=CC=CC1)C=1C=CC=CC1 (Pd(PPh3)4). The solvent is C1CCOC1 (THF). Reaction conditions: time 30 minute. The product is C(C)(C)(C)OC(=O)C1=CC(=C(S1)N)OC(C)(C)C (tert-Butyl-2-amino-3-tert-butoxy-5-thiophenecarboxylate). The yield is 77.8%. RXN SMILES: [C:1]([O:5][C:6]([C:8]1[S:12][C:11]([NH:13]C(OCC=C)=O)=[C:10]([O:20][C:21]([CH3:24])([CH3:23])[CH3:22])[CH:9]=1)=[O:7])([CH3:4])([CH3:3])[CH3:2].C1C=CC(P(C2C=CC=CC=2)C2C=CC=CC=2)=CC=1.CC1(C)CC(=O)CC(=O)C1>C1COCC1.C1C=CC([P]([Pd]([P](C2C=CC=CC=2)(C2C=CC=CC=2)C2C=CC=CC=2)([P](C2C=CC=CC=2)(C2C=CC=CC=2)C2C=CC=CC=2)[P](C2C=CC=CC=2)(C2C=CC=CC=2)C2C=CC=CC=2)(C2C=CC=CC=2)C2C=CC=CC=2)=CC=1>[C:1]([O:5][C:6]([C:8]1[S:12][C:11]([NH2:13])=[C:10]([O:20][C:21]([CH3:24])([CH3:23])[CH3:22])[CH:9]=1)=[O:7])([CH3:4])([CH3:3])[CH3:2] |^1:62,64,83,102|. Procedure details: A solution of tert-butyl-2-allyloxycarbonylamino-3-tertbutoxy-5-thiophenecarboxylate (1.64 g, 4.62 mmol) in anhydrous THF (50 ml) was treated with PPh3 (240 mg, 0.923 mmol), dimedone (1.3 g, 9.23 mmol) and Pd(PPh3)4 (300 mg, 0.277 mmol). After 30 minutes, the solvent was evaporated, and the residue purified by flash silica-gel chromatography, eluting with petroleum ether: ether (80:20), to give the title compound (975 mg, 98%). Starting materials: [OH-].[Na+] (sodium hydroxide), O.O.[Sn](Cl)(Cl)(Cl)Cl (tin chloride dihydrate), CC(=O)C1=CC(=C(C=C1)F)[N+](=O)[O-] (4-fluoro-3-nitroacetophenone). Solvent: O (water), Cl (hydrochloric acid). Reaction conditions: time 8 hour. The product is CC(=O)C1=CC(=C(C=C1)F)N (3-Amino-4-fluoroacetophenone). Reaction SMILES: O.O.[Sn](Cl)(Cl)(Cl)Cl.[CH3:8][C:9]([C:11]1[CH:16]=[CH:15][C:14]([F:17])=[C:13]([N+:18]([O-])=O)[CH:12]=1)=[O:10].[OH-].[Na+]>O.Cl>[CH3:8][C:9]([C:11]1[CH:16]=[CH:15][C:14]([F:17])=[C:13]([NH2:18])[CH:12]=1)=[O:10] |f:0.1.2,4.5|. Procedure: At 0° C., a solution of 11.1 g (89 mmol) of tin chloride dihydrate in 12 ml of water was added dropwise over a period of 15 min to a solution of 3 g (16.4 mmol) of 4-fluoro-3-nitroacetophenone in 7.8 ml of 12 N hydrochloric acid. The reaction mixture was then heated at reflux for 15 min and subsequently stirred at RT overnight. The reaction mixture was then poured on ice, adjusted to pH 12 using 50% strength aqueous sodium hydroxide solution and extracted with ethyl acetate. The organic phase wa... The reactants are NC=1C=C2C(N(C(NC2=CC1C(F)(F)F)=O)NS(=O)(=O)C)=O (N-(6-amino-2,4-dioxo-7-trifluoromethyl-1,4-dihydro-2H-quinazolin-3-yl)-methanesulfonamide), COC1OC(CC1C)OC (2,5-dimethoxy-3-methyl-tetrahydro-furan). Run in C(C)(=O)O (acetic acid). Product: CC=1CC(N(C1)C=1C=C2C(N(C(NC2=CC1C(F)(F)F)=O)NS(=O)(=O)C)=O)=O (N-[6-(4-methyl-2-oxo-2,3-dihydro-pyrrol-1-yl)-2,4-dioxo-7-trifluoromethyl-1,4-dihydro-2H-quinazolin-3-yl] methanesulfonamide). Reaction SMILES: [NH2:1][C:2]1[CH:3]=[C:4]2[C:9](=[CH:10][C:11]=1[C:12]([F:15])([F:14])[F:13])[NH:8][C:7](=[O:16])[N:6]([NH:17][S:18]([CH3:21])(=[O:20])=[O:19])[C:5]2=[O:22].CO[CH:25]1[CH:29]([CH3:30])[CH2:28][CH:27](OC)[O:26]1>C(O)(=O)C>[CH3:30][C:29]1[CH2:28][C:27](=[O:26])[N:1]([C:2]2[CH:3]=[C:4]3[C:9](=[CH:10][C:11]=2[C:12]([F:13])([F:15])[F:14])[NH:8][C:7](=[O:16])[N:6]([NH:17][S:18]([CH3:21])(=[O:20])=[O:19])[C:5]3=[O:22])[CH:25]=1. Procedure: To a solution of 60 mg (0.18 mmol) of N-(6-amino-2,4-dioxo-7-trifluoromethyl-1,4-dihydro-2H-quinazolin-3-yl)-methanesulfonamide in 5 ml of acetic acid are added 26 mg (0.18 mmol) of 2,5-dimethoxy-3-methyl-tetrahydro-furan (prepared according to: Markwell, Roger Edward; Hadley, Michael Stewart; Blaney, Frank Edward. Azabicycloalkane derivatives and medicaments containing them. Eur. Pat. Appl. (1983) EP 95262 A1). The reaction mixture is stirred at reflux for 10 hours. Subsequently the solvents ar... Reactants: peroxide, N (ammonia), O=O (oxygen), C(CN(CC(=O)O)CC(=O)O)N(CC(=O)O)CC(=O)O (EDTA), reaction mixture, C1(=CC=CC=C1)C(C)O (1-phenyl ethanol), C(C)(=O)C1=CC=CC=C1 (acetophenone). Reaction conditions: time 6 hour. Yields the product C/C(=N\N=C(\C1=CC=CC=C1)/C)/C2=CC=CC=C2 (acetophenone-azine). As a reaction SMILES: [NH3:1].[C:2]1(C(O)C)[CH:7]=[CH:6][CH:5]=[CH:4][CH:3]=1.O=O.[C:13]([C:16]1[CH:21]=[CH:20][CH:19]=[CH:18][CH:17]=1)(=O)[CH3:14].C([N:33]([CH2:38][C:39](O)=O)CC(O)=O)CN(CC(O)=O)CC(O)=O>>[CH3:14]/[C:13](/[C:16]1[CH:21]=[CH:20][CH:19]=[CH:18][CH:17]=1)=[N:1]\[N:33]=[C:38](/[CH3:39])\[C:2]1[CH:7]=[CH:6][CH:5]=[CH:4][CH:3]=1. Procedure: The reaction was carried out by moderately introducing gaseous ammonia, with stirring, into a mixture of 17.0 g of the reaction mixture (which was prepared by oxidizing 1-phenyl ethanol with oxygen and which contained 1.263 m mol/g of peroxide compounds), 2 g of acetophenone, 0.02 g of EDTA.2Na and 2 g of the silica gel used in Example 2, for 6 hours, at a temperature of 120° C. The yield of the acetophenone-azine thus produced was 3.9%. Starting materials: 57.2, BrC1=CC=C(O1)C(=O)O (5-bromo-2-furoic acid), C(CCCCCCC\C=C/CCCCCCCC)O (cis-9-octadecenol), [H-].[Na+] (sodium hydride), CC=1C=CC(=CC1)C (p-xylene). Solvent: C(C)(=O)O (acetic acid), O (water). The product is C(CCCCCCC\C=C/CCCCCCCC)OC1=CC=C(O1)C(=O)O (5-(cis-9-octadecen-1-yloxy)-2-furoic acid). Reaction SMILES: Br[C:2]1[O:6][C:5]([C:7]([OH:9])=[O:8])=[CH:4][CH:3]=1.[CH2:10]([OH:28])[CH2:11][CH2:12][CH2:13][CH2:14][CH2:15][CH2:16][CH2:17]/[CH:18]=[CH:19]\[CH2:20][CH2:21][CH2:22][CH2:23][CH2:24][CH2:25][CH2:26][CH3:27].[H-].[Na+].CC1C=CC(C)=CC=1>O.C(O)(=O)C>[CH2:10]([O:28][C:2]1[O:6][C:5]([C:7]([OH:9])=[O:8])=[CH:4][CH:3]=1)[CH2:11][CH2:12][CH2:13][CH2:14][CH2:15][CH2:16][CH2:17]/[CH:18]=[CH:19]\[CH2:20][CH2:21][CH2:22][CH2:23][CH2:24][CH2:25][CH2:26][CH3:27] |f:2.3|. Procedure: A mixture of 57.2 (0.300 mole) of 5-bromo-2-furoic acid, 121.0 g (0.45 mole) of cis-9-octadecenol, 18.0 g (0.750 mole) of sodium hydride and 2 liters of p-xylene are heated to reflux for 48 hours. The mixture is allowed to cool, then is acidified with acetic acid and diluted with 2 liters of water. The organic layer is separated, dried, evaporated to dryness, and the residue recrystallized from hexane to give 5-(cis-9-octadecen-1-yloxy)-2-furoic acid. Reactants: FC=1C=C(C=CC1N)N1CCN(CC1)CCC1=CC=C(C=C1)N (1-(3-Fluoro-4-aminophenyl)-4-(4-aminophenethyl)piperazine), CS(=O)(=O)Cl (methanesulphonyl chloride). Run in N1=CC=CC=C1 (pyridine). Run at time 8 hour. Yields the product FC=1C=C(C=CC1NS(=O)(=O)C)N1CCN(CC1)CCC1=CC=C(C=C1)NS(=O)(=O)C (1-(3-Fluoro-4-methanesulphonamidophenyl)-4-(4-methanesulphonamidophenethyl)piperazine). The yield is 334.1%. RXN SMILES: [F:1][C:2]1[CH:3]=[C:4]([N:9]2[CH2:14][CH2:13][N:12]([CH2:15][CH2:16][C:17]3[CH:22]=[CH:21][C:20]([NH2:23])=[CH:19][CH:18]=3)[CH2:11][CH2:10]2)[CH:5]=[CH:6][C:7]=1[NH2:8].[CH3:24][S:25](Cl)(=[O:27])=[O:26]>N1C=CC=CC=1>[F:1][C:2]1[CH:3]=[C:4]([N:9]2[CH2:14][CH2:13][N:12]([CH2:15][CH2:16][C:17]3[CH:18]=[CH:19][C:20]([NH:23][S:25]([CH3:24])(=[O:27])=[O:26])=[CH:21][CH:22]=3)[CH2:11][CH2:10]2)[CH:5]=[CH:6][C:7]=1[NH:8][S:25]([CH3:24])(=[O:27])=[O:26]. Procedure details: 1-(3-Fluoro-4-aminophenyl)-4-(4-aminophenethyl)piperazine (0.06 g) was dissolved in pyridine (4.5 ml) and methanesulphonyl chloride (0.13 g) was added. The mixture was stirred at room temperature overnight, the pyridine removed by evaporation, and the residue chromatographed over silica, developing and eluting with 10% methanol in dichloromethane. The fractions containing the product were evaporated to give a residue (0.30 g) which was crystallized from methanol, yielding the pure title compound... The reactants are C=Cc1ccc(OCc2ccccc2)c2c1ccn2S(C)(=O)=O, [O-][I+3]([O-])([O-])[O-], [Na+], C1COCCO1, O, Cc1cccc(C)n1. Product: CS(=O)(=O)n1ccc2c(C=O)ccc(OCc3ccccc3)c21. RXN SMILES: [CH2:1]([c:2]1[cH:3][cH:4][cH:5][cH:6][cH:7]1)[O:8][c:9]1[cH:10][cH:11][c:12]([CH:22]=[CH2:23])[c:13]2[cH:14][cH:15][n:16]([S:18](=[O:19])(=[O:20])[CH3:21])[c:17]12.[I+3:32]([O-:33])([O-:34])([O-:35])[O-:36].[Na+:37].[O:39]1[CH2:40][CH2:41][O:42][CH2:43][CH2:44]1.[OH2:38].[n:24]1[c:25]([CH3:26])[cH:27][cH:28][cH:29][c:30]1[CH3:31]>>[CH2:1]([c:2]1[cH:3][cH:4][cH:5][cH:6][cH:7]1)[O:8][c:9]1[cH:10][cH:11][c:12]([CH:22]=[O:33])[c:13]2[cH:14][cH:15][n:16]([S:18](=[O:19])(=[O:20])[CH3:21])[c:17]12. The reactants are NC=1C=C2C(C(NC2=CC1)=O)(C)C (5-amino-3,3-dimethylindolin-2-one), C(Cl)Cl (methylene chloride), Cl.C(C1=CC=NC=C1)(=O)Cl (isonicotinic acid chloride hydrochloride). Reaction SMILES: [NH2:1][C:2]1[CH:3]=[C:4]2[C:8](=[CH:9][CH:10]=1)[NH:7][C:6](=[O:11])[C:5]2([CH3:13])[CH3:12].C(Cl)Cl.Cl.[C:18](Cl)(=[O:25])[C:19]1[CH:24]=[CH:23][N:22]=[CH:21][CH:20]=1>C(N(CC)CC)C>[CH3:12][C:5]1([CH3:13])[C:4]2[C:8](=[CH:9][CH:10]=[C:2]([NH:1][C:18]([C:19]3[CH:24]=[CH:23][N:22]=[CH:21][CH:20]=3)=[O:25])[CH:3]=2)[NH:7][C:6]1=[O:11] |f:2.3|. The product is CC1(C(NC2=CC=C(C=C12)NC(=O)C1=CC=NC=C1)=O)C (3,3-Dimethyl-5-(4-pyridinoylamino)-indolin-2-one). Solvent: C(C)N(CC)CC (triethylamine). Procedure details: A suspension of 5.0 g. (0.028 mol) 5-amino-3,3-dimethylindolin-2-one in 100 ml. methylene chloride containing 14 ml. triethylamine is mixed, while cooling, with 7.0 g. (0.04 mol) isonicotinic acid chloride hydrochloride. Subsequently, the reaction mixture is evaporated and the residue is digested with water, filtered with suction and recrystallised from ethanol. Yield: 5.8 g. (73% of theory); m.p.>300° C.